This data is from the Open Reaction Database (ORD), a public repository of structured organic reaction records. The task is: describe an organic reaction: reactants, conditions, products, and yield The reactants are C(=O)(O)CC1=CN=C(N1CC1=C(C=CC=C1)Cl)SCCC (5-carboxymethyl-1-(2-chlorophenyl)methyl-2-propylthio-1H-imidazole), O1CCCC1 (tetrahydrofuran), [H-] (hydride). The solvent is C1(=CC=CC=C1)C (toluene). Reaction conditions: temperature -78 celsius, time 1.5 hour. The product is ClC1=C(C=CC=C1)CN1C(=NC=C1CO)SCCC (1-(2-chlorophenyl)methyl-5-hydroxymethyl-2-propylthio-1H-imidazole). As a reaction SMILES: C([CH2:4][C:5]1[N:9]([CH2:10][C:11]2[CH:16]=[CH:15][CH:14]=[CH:13][C:12]=2[Cl:17])[C:8]([S:18][CH2:19][CH2:20][CH3:21])=[N:7][CH:6]=1)(O)=O.[H-].[O:23]1CCCC1>C1(C)C=CC=CC=1>[Cl:17][C:12]1[CH:13]=[CH:14][CH:15]=[CH:16][C:11]=1[CH2:10][N:9]1[C:5]([CH2:4][OH:23])=[CH:6][N:7]=[C:8]1[S:18][CH2:19][CH2:20][CH3:21]. Procedure details: A solution of 5-carboxymethyl-1-(2-chlorophenyl)methyl-2-propylthio-1H-imidazole (3.74 g, 11.5 mmol) in dry tetrahydrofuran (50 ml) was cooled to -78° C. under argon, and a solution of diisobutyl alumninum hydride in toluene (30 ml of 1M) was added dropwise. The mixture was stirred at -78° C. for 1.5 hours, then allowed to slowly warm to room temperature. The reaction was quenched by pouring onto iced dilute acetic acid, the product was extracted into methylene chloride and the organic extracts ... The reactants are ClCCl, CN1CCOCC1, CC(CSc1ccccc1)NC(=O)C(N)C(C)C, O=C(Cl)Oc1ccccc1, Cl, O. Product: CC(CSc1ccccc1)NC(=O)C(NC(=O)Oc1ccccc1)C(C)C. Reaction SMILES: [CH2:38]([Cl:39])[Cl:40].[CH3:1][N:2]1[CH2:3][CH2:4][O:5][CH2:6][CH2:7]1.[CH3:9][CH:10]([CH2:11][S:12][c:13]1[cH:14][cH:15][cH:16][cH:17][cH:18]1)[NH:19][C:20]([CH:21]([NH2:22])[CH:23]([CH3:24])[CH3:25])=[O:26].[Cl:27][C:28](=[O:29])[O:30][c:31]1[cH:32][cH:33][cH:34][cH:35][cH:36]1.[ClH:8].[OH2:37]>>[CH3:9][CH:10]([CH2:11][S:12][c:13]1[cH:14][cH:15][cH:16][cH:17][cH:18]1)[NH:19][C:20]([CH:21]([NH:22][C:28](=[O:29])[O:30][c:31]1[cH:32][cH:33][cH:34][cH:35][cH:36]1)[CH:23]([CH3:24])[CH3:25])=[O:26].